This data is from the Open Reaction Database (ORD), a public repository of structured organic reaction records. The task is: describe an organic reaction: reactants, conditions, products, and yield Starting materials: C(CCC)[Li] (n-butyl lithium), C(CCC)[Sn](CCCC)(CCCC)Cl (tributyltin chloride), CC1=C(SC=C1)C1OCCO1 (2-(3-methylthien-2-yl)-1,3-dioxolane), CC1=C(SC=C1)C1OCCO1 (2-(3-methylthien-2-yl)-1,3-dioxolane). Solvent: hexanes, C(C)OCC (diethylether), O1CCCC1 (tetrahydrofuran). Conditions: temperature -60 celsius, time 1 hour. The product is C(CCC)[Sn](C=1SC(=C(C1)C)C1OCCO1)(CCCC)CCCC (tributyl[5-(1,3-dioxolan-2-yl)-4-methylthien-2-yl]stannane). RXN SMILES: [CH3:1][C:2]1[CH:6]=[CH:5][S:4][C:3]=1[CH:7]1[O:11][CH2:10][CH2:9][O:8]1.C([Li])CCC.[CH2:17]([Sn:21](Cl)([CH2:26][CH2:27][CH2:28][CH3:29])[CH2:22][CH2:23][CH2:24][CH3:25])[CH2:18][CH2:19][CH3:20]>O1CCCC1.C(OCC)C>[CH2:26]([Sn:21]([CH2:17][CH2:18][CH2:19][CH3:20])([CH2:22][CH2:23][CH2:24][CH3:25])[C:5]1[S:4][C:3]([CH:7]2[O:11][CH2:10][CH2:9][O:8]2)=[C:2]([CH3:1])[CH:6]=1)[CH2:27][CH2:28][CH3:29]. Reported procedure: A mixture of 2-(3-methylthien-2-yl)-1,3-dioxolane (intermediate 75, 1.5 g) in tetrahydrofuran (50 ml), stirred at −60° C. under a nitrogen atmosphere, was treated drop-wise with 1.6M n-butyl lithium in hexanes (6.1 ml). The reaction mixture was stirred at this temperature for 1 hour and tributyltin chloride (2.6 ml) was added; stirring was continued at −60° C. for 1 hour and then the reaction allowed to warm to ambient temperature. After 18 hours the reaction mixture was diluted with diethylethe... The product is ClC1=CC=C(C=C1)C1=NN=C(C2=CC=CC=C12)O (4-(4-chlorophenyl)-1-hydroxy-phthalazine). Starting materials: ethanolic solution, NN (hydrazine), ClC1=CC=C(C(=O)C2=C(C(=O)O)C=CC=C2)C=C1 (2-(4-chlorobenzoyl)benzoic acid). Reaction SMILES: [NH2:1][NH2:2].[Cl:3][C:4]1[CH:20]=[CH:19][C:7]([C:8]([C:10]2[CH:18]=[CH:17][CH:16]=[CH:15][C:11]=2[C:12](O)=[O:13])=O)=[CH:6][CH:5]=1>>[Cl:3][C:4]1[CH:20]=[CH:19][C:7]([C:8]2[C:10]3[C:11](=[CH:15][CH:16]=[CH:17][CH:18]=3)[C:12]([OH:13])=[N:2][N:1]=2)=[CH:6][CH:5]=1. Procedure details: A 3 M ethanolic solution of hydrazine (20 ml, 60 mmol) is added to 2-(4-chlorobenzoyl)benzoic acid (5.5 g, 20 mmol), and the mixture is stirred at room temperature for 5 hours. Precipitation gives 4-(4-chlorophenyl)-1-hydroxy-phthalazine. Reaction conditions: time 5 hour. Starting materials: C(C)(=O)OC(C)=O (acetic anhydride), Cl.NO (hydroxylamine hydrochloride), C(C)(=O)[O-].[Na+] (sodium acetate), COC(=O)C1=C(NC(=C(C1C1=CC(=CC=C1)C#C)C(=O)OC)C)C=O (3,5-dimethoxycarbonyl-2-formyl-1,4-dihydro-6-methyl-4-(3 -ethynylphenyl)pyridine). Solvent: C(C)(=O)O (acetic acid). Conditions: time 2.5 hour. Product: C(#N)C=1NC(=C(C(C1C(=O)OC)C1=CC(=CC=C1)C#C)C(=O)OC)C (2-Cyano-3,5-dimethoxycarbonyl-1,4-dihydro-6-methyl-4-(3-ethynylphenyl)pyridine), crystals. Isolated yield 66.7%. RXN SMILES: [CH3:1][O:2][C:3]([C:5]1[CH:10]([C:11]2[CH:16]=[CH:15][CH:14]=[C:13]([C:17]#[CH:18])[CH:12]=2)[C:9]([C:19]([O:21][CH3:22])=[O:20])=[C:8]([CH3:23])[NH:7][C:6]=1[CH:24]=O)=[O:4].Cl.[NH2:27]O.C([O-])(=O)C.[Na+].C(OC(=O)C)(=O)C>C(O)(=O)C>[C:24]([C:6]1[NH:7][C:8]([CH3:23])=[C:9]([C:19]([O:21][CH3:22])=[O:20])[CH:10]([C:11]2[CH:16]=[CH:15][CH:14]=[C:13]([C:17]#[CH:18])[CH:12]=2)[C:5]=1[C:3]([O:2][CH3:1])=[O:4])#[N:27] |f:1.2,3.4|. Reported procedure: In 16 ml of acetic acid was dissolved 1.87 g (5.5 mmol) of 3,5-dimethoxycarbonyl-2-formyl-1,4-dihydro-6-methyl-4-(3 -ethynylphenyl)pyridine obtained in Example 15. Thereto were added 0.45 g (6.5 mmol) of hydroxylamine hydrochloride and 0.67 g (8.2 mmol) of sodium acetate. The admixture was stirred for 2.5 hours at room temperature. Then 1.96 g (19.2 mmol) of acetic anhydride was added thereto, and the admixture was reacted for 1.5 hours at room temperature, further for 4 hours at 95°-100° C. Aft... The reactants are O=[Ag-], COC(=O)COc1c(C(=O)CO)sc(Br)c1Br, ClCCl, CI. Yields the product COCC(=O)c1sc(Br)c(Br)c1OCC(=O)OC. Reaction SMILES: [Ag-:23]=[O:24].[CH3:1][O:2][C:3]([CH2:4][O:5][c:6]1[c:7]([C:13]([CH2:14][OH:15])=[O:16])[s:8][c:9]([Br:12])[c:10]1[Br:11])=[O:17].[Cl:20][CH2:21][Cl:22].[I:18][CH3:19]>>[CH3:1][O:2][C:3]([CH2:4][O:5][c:6]1[c:7]([C:13]([CH2:14][O:15][CH3:19])=[O:16])[s:8][c:9]([Br:12])[c:10]1[Br:11])=[O:17]. Starting materials: P(O)(O)(O)=O (phosphoric acid), OO (hydrogen peroxide), ClCCS(=O)(=O)CC(CS(=O)(=O)CCCl)S(=O)(=O)CCCl (1,2,3-tris(2-chloroethylsulfonyl)propane). The product is C(=C)S(=O)(=O)CC(CS(=O)(=O)C=C)S(=O)(=O)C=C (1,2,3-tris(vinylsulfonyl)propane). RXN SMILES: P(=O)(O)(O)O.OO.Cl[CH2:9][CH2:10][S:11]([CH2:14][CH:15]([S:23]([CH2:26][CH2:27]Cl)(=[O:25])=[O:24])[CH2:16][S:17]([CH2:20][CH2:21]Cl)(=[O:19])=[O:18])(=[O:13])=[O:12]>>[CH:20]([S:17]([CH2:16][CH:15]([S:23]([CH:26]=[CH2:27])(=[O:25])=[O:24])[CH2:14][S:11]([CH:10]=[CH2:9])(=[O:13])=[O:12])(=[O:19])=[O:18])=[CH2:21]. Reported procedure: To 300 parts of ethanol were successively added 6.9 parts of metallic sodium, 23.4 parts of 2-mercaptoethanol and 14.7 parts of 1,2,3-trichloropropane in this order, and the resulting mixture was heated under reflux. Thereafter, the deposited sodium chloride was removed, and the solution was concentrated to obtain 1,2,3-tris(2-hydroxyethylthio)propane. This compound was added to 80 parts of chloroform, and 45 parts of thionyl chloride was dropped into the resulting mixture. Subsequently, the mix... The reactants are CO, CC1(C)CN(CCOCCC#N)C(=O)C(C)(C)N1. Yields the product CC1(C)CN(CCOCCCN)C(=O)C(C)(C)N1. Reaction SMILES: [CH3:19][OH:20].[CH3:1][C:2]1([CH3:18])[C:3](=[O:17])[N:4]([CH2:10][CH2:11][O:12][CH2:13][CH2:14][C:15]#[N:16])[CH2:5][C:6]([CH3:8])([CH3:9])[NH:7]1>>[CH3:1][C:2]1([CH3:18])[C:3](=[O:17])[N:4]([CH2:10][CH2:11][O:12][CH2:13][CH2:14][CH2:15][NH2:16])[CH2:5][C:6]([CH3:8])([CH3:9])[NH:7]1.